Dataset: the Open Reaction Database (ORD), a public repository of structured organic reaction records. Task: describe an organic reaction: reactants, conditions, products, and yield Reactants: CC(=O)C (acetone), S(=O)(=O)(O)/C=1/C(=O)OC(\C1)=O (Sulfomaleic anhydride), C(CO)O (ethylene glycol), [OH-].[Na+] (sodium hydroxide). Solvent: O (water). Run at temperature 80 celsius. The product is OC(C)OC(C(=O)[O-])C(C(=O)[O-])S(=O)(=O)O.[Na+].[Na+].[Na+] (Trisodium α-Hydroxyethoxy-β-Sulfosuccinate). Reaction SMILES: [S:1]([C:5]1[C:6]([O:8]C(=O)C=1)=[O:7])([OH:4])(=[O:3])=[O:2].[CH2:12]([OH:15])[CH2:13][OH:14].[OH-:16].[Na+:17].[CH3:18][C:19](C)=[O:20]>O>[OH:20][CH:19]([O:14][CH:13]([CH:5]([S:1]([OH:4])(=[O:2])=[O:3])[C:6]([O-:8])=[O:7])[C:12]([O-:16])=[O:15])[CH3:18].[Na+:17].[Na+:17].[Na+:17] |f:2.3,6.7.8.9|. Reported procedure: Sulfomaleic anhydride (20 gm) is mixed with 37.2 gm (0.6 mole) of ethylene glycol and heated at 80°C for 4 hours. A solution of 16 gm (0.4 mole) of sodium hydroxide in 75 ml of water is then added and the mixture heated at 80°C for 4 hours. The mixture is then mixed with acetone to precipitate trisodium α-hydroxyethoxy-β-sulfosuccinate, which is purified by repeated extractions with hot acetone to remove all ethylene glycol and water followed by filtration and drying in an oven. Starting materials: C(C)(C)(C)OC(NC1=C(C=C(C(=C1)OCC(F)(F)F)C(F)(F)F)NC(CC(C1=CC(=CC=C1)C1=CC(=NC=C1)COC1OCCCC1)=O)=O)=O ((RS)-[2-(3-oxo-3-{3-[2-(tetrahydro-pyran-2-yloxymethyl)-pyridin-4-yl]-phenyl}-propionylamino)-5-(2,2,2-trifluoro-ethoxy)-4-trifluoromethyl-phenyl]-carbamic acid tert-butyl ester), C(=O)(C(F)(F)F)O (TFA). Solvent: C(Cl)Cl (CH2Cl2). Product: OCC1=NC=CC(=C1)C=1C=C(C=CC1)C1=NC2=C(NC(C1)=O)C=C(C(=C2)OCC(F)(F)F)C(F)(F)F (4-[3-(2-Hydroxymethyl-pyridin-4-yl)-phenyl]-7-(2,2,2-trifluoro-ethoxy)-8-trifluoromethyl-1,3-dihydro-benzo[b][1,4]diazepin-2-one). As a reaction SMILES: C(OC(=O)[NH:7][C:8]1[CH:13]=[C:12]([O:14][CH2:15][C:16]([F:19])([F:18])[F:17])[C:11]([C:20]([F:23])([F:22])[F:21])=[CH:10][C:9]=1[NH:24][C:25](=[O:49])[CH2:26][C:27](=O)[C:28]1[CH:33]=[CH:32][CH:31]=[C:30]([C:34]2[CH:39]=[CH:38][N:37]=[C:36]([CH2:40][O:41]C3CCCCO3)[CH:35]=2)[CH:29]=1)(C)(C)C.C(O)(C(F)(F)F)=O>C(Cl)Cl>[OH:41][CH2:40][C:36]1[CH:35]=[C:34]([C:30]2[CH:29]=[C:28]([C:27]3[CH2:26][C:25](=[O:49])[NH:24][C:9]4[CH:10]=[C:11]([C:20]([F:22])([F:23])[F:21])[C:12]([O:14][CH2:15][C:16]([F:19])([F:18])[F:17])=[CH:13][C:8]=4[N:7]=3)[CH:33]=[CH:32][CH:31]=2)[CH:39]=[CH:38][N:37]=1. Procedure: The title compound was prepared from (RS)-[2-(3-oxo-3-{3-[2-(tetrahydro-pyran-2-yloxymethyl)-pyridin-4-yl]-phenyl}-propionylamino)-5-(2,2,2-trifluoro-ethoxy)-4-trifluoromethyl-phenyl]-carbamic acid tert-butyl ester (Example M262) (0.48 g, 0.67 mmol) by treatment with TFA in CH2Cl2 according to the general procedure N.